The task is: describe an organic reaction: reactants, conditions, products, and yield. This data is from the Open Reaction Database (ORD), a public repository of structured organic reaction records. Starting materials: CCOc1cc2c(=O)c(C#N)c[nH]c2cc1NC(C)=O, O=P(Cl)(Cl)Cl. Product: CCOc1cc2c(Cl)c(C#N)cnc2cc1NC(C)=O. Reaction SMILES: [C:1](#[N:2])[c:3]1[cH:4][nH:5][c:6]2[cH:7][c:8]([NH:17][C:18]([CH3:19])=[O:20])[c:9]([O:14][CH2:15][CH3:16])[cH:10][c:11]2[c:12]1=[O:13].[P:21]([Cl:22])([Cl:23])([Cl:24])=[O:25]>>[C:1](#[N:2])[c:3]1[cH:4][n:5][c:6]2[cH:7][c:8]([NH:17][C:18]([CH3:19])=[O:20])[c:9]([O:14][CH2:15][CH3:16])[cH:10][c:11]2[c:12]1[Cl:23]. The reactants are C(C)(C)C1=C(N)C(=CC=C1)C(C)C (2,6-diisopropyl aniline), C(CCCCCCCCC)C=1N=NN(N1)CC(=O)O (5-decyl-2H-tetrazole-2-acetic acid), C1CCC(CC1)N=C=NC2CCCCC2 (DCC). Solvent: ClCCl (dichloromethane). Run at time 16 hour. Product: CC(C)C1=C(C(=CC=C1)C(C)C)NC(CN1N=C(N=N1)CCCCCCCCCC)=O (N-[2,6-bis(1-methylethyl)phenyl]-5-decyl-2H-tetrazole-2-acetamide). The yield is 78.7%. As a reaction SMILES: [CH:1]([C:4]1[CH:10]=[CH:9][CH:8]=[C:7]([CH:11]([CH3:13])[CH3:12])[C:5]=1[NH2:6])([CH3:3])[CH3:2].[CH2:14]([C:24]1[N:25]=[N:26][N:27]([CH2:29][C:30](O)=[O:31])[N:28]=1)[CH2:15][CH2:16][CH2:17][CH2:18][CH2:19][CH2:20][CH2:21][CH2:22][CH3:23].C1CCC(N=C=NC2CCCCC2)CC1>ClCCl>[CH3:12][CH:11]([C:7]1[CH:8]=[CH:9][CH:10]=[C:4]([CH:1]([CH3:3])[CH3:2])[C:5]=1[NH:6][C:30](=[O:31])[CH2:29][N:27]1[N:26]=[N:25][C:24]([CH2:14][CH2:15][CH2:16][CH2:17][CH2:18][CH2:19][CH2:20][CH2:21][CH2:22][CH3:23])=[N:28]1)[CH3:13]. Procedure: A solution of 2,6-diisopropyl aniline (0.97 g, 0.006 mol) and 5-decyl-2H-tetrazole-2-acetic acid (1.47 g, 0.006 mol) in 100 mL dichloromethane was cooled to 0° C. under an atmosphere of nitrogen. Solid DCC (1.19 g, 0.006 mol) was added in one portion and the resulting suspension was warmed to room temperature and stirred for 16 hours. Concentrated in vacuo and triturated the residue with diethyl ester. Filtered to remove the dicyclohexyl urea by-product. Concentrated the filtrate and triturated ... The reactants are ClCCl, COc1ccc(C(=O)O)cc1OC, CCN=C=NCCCN(C)C, CN(C)c1ccncc1, Cl, CN(C)c1cccc(C(=O)Nc2ccc(F)c(N)c2)c1, CN(C)C=O, O. Yields the product COc1ccc(C(=O)Nc2cc(NC(=O)c3cccc(N(C)C)c3)ccc2F)cc1OC. As a reaction SMILES: [CH2:51]([Cl:52])[Cl:53].[CH3:13][O:14][c:15]1[cH:16][cH:17][c:18]([C:23]([OH:24])=[O:25])[cH:19][c:20]1[O:21][CH3:22].[CH3:2][N:3]([CH3:4])[CH2:5][CH2:6][CH2:7][N:8]=[C:9]=[N:10][CH2:11][CH3:12].[CH3:54][N:55]([CH3:56])[c:57]1[cH:58][cH:59][n:60][cH:61][cH:62]1.[ClH:1].[NH2:26][c:27]1[cH:28][c:29]([NH:34][C:35]([c:36]2[cH:37][c:38]([N:42]([CH3:43])[CH3:44])[cH:39][cH:40][cH:41]2)=[O:45])[cH:30][cH:31][c:32]1[F:33].[O:46]=[CH:47][N:48]([CH3:49])[CH3:50].[OH2:63]>>[CH3:13][O:14][c:15]1[cH:16][cH:17][c:18]([C:23](=[O:25])[NH:26][c:27]2[cH:28][c:29]([NH:34][C:35]([c:36]3[cH:37][c:38]([N:42]([CH3:43])[CH3:44])[cH:39][cH:40][cH:41]3)=[O:45])[cH:30][cH:31][c:32]2[F:33])[cH:19][c:20]1[O:21][CH3:22]. Starting materials: CC(C(C)=O)C(C)=O (3-methyl-2,4-pentanedione), NC(=O)N (urea). Reagents/catalysts: Cl (HCl). Solvent: C(C)O (ethanol). The product is OC1=NC(=C(C(=N1)C)C)C (Hydroxy-4,5,6-trimethylpyrimidine). Reaction SMILES: [CH3:1][CH:2]([C:6](=O)[CH3:7])[C:3](=O)[CH3:4].[NH2:9][C:10]([NH2:12])=[O:11]>C(O)C.Cl>[OH:11][C:10]1[N:12]=[C:6]([CH3:7])[C:2]([CH3:1])=[C:3]([CH3:4])[N:9]=1. Procedure: To 3.65 g (32 mmol) of 3-methyl-2,4-pentanedione in ethanol (15 ml) was added urea (1.92 g; 32 mmol) followed by 3 drops concentrated HCl. This mixture was refluxed under N2 overnight (12 hours). Upon cooling a solid separated which was filtered off and washed with cold ethanol and ethyl ether. Drying on the pad gave an off-white tlc pure solid. NMR (d6 -DMSO, δ from TMS): 1.94(S, 5-CH3), 2.22(S, 4, 6 -CH3S), 5.47 (br S, OH). Mass spectroscopy showed M+ at m/e 138. Reactants: I, NS(N)(=O)=O, NCCCNc1nonc1-c1noc(=O)n1-c1cccc(C(F)(F)F)c1, c1ccncc1. Yields the product NS(=O)(=O)NCCCNc1nonc1-c1noc(=O)n1-c1cccc(C(F)(F)F)c1. As a reaction SMILES: [IH:1].[NH2:28][S:29]([NH2:30])(=[O:31])=[O:32].[NH2:2][CH2:3][CH2:4][CH2:5][NH:6][c:7]1[c:8](-[c:12]2[n:13][o:14][c:15](=[O:27])[n:16]2-[c:17]2[cH:18][c:19]([C:23]([F:24])([F:25])[F:26])[cH:20][cH:21][cH:22]2)[n:9][o:10][n:11]1.[cH:33]1[cH:34][cH:35][n:36][cH:37][cH:38]1>>[NH:2]([CH2:3][CH2:4][CH2:5][NH:6][c:7]1[c:8](-[c:12]2[n:13][o:14][c:15](=[O:27])[n:16]2-[c:17]2[cH:18][c:19]([C:23]([F:24])([F:25])[F:26])[cH:20][cH:21][cH:22]2)[n:9][o:10][n:11]1)[S:29]([NH2:28])(=[O:31])=[O:32]. Starting materials: COC1=CC=C(C=C1)/C=C/C=1C=C2C(OC(=O)C2=CC1)O (trans-5-[2-(4-methoxyphenyl)ethenyl]-3-hydroxyphthalide), C1(=CC=CC=C1)NN (phenyl hydrazine). Procedure: Following the procedure of Example 18 above trans-5-[2-(4-methoxyphenyl)ethenyl]-3-hydroxyphthalide (15 g) and phenyl hydrazine (10 ml) were reacted to give the 2-phenyl-1(2H)-phthalazinone derivative (9.8 g), mp 198°-199° C. Yields the product COC1=CC=C(C=C1)/C=C/C=1C=C2C=NN(C(C2=CC1)=O)C1=CC=CC=C1 (Trans-6-[2-(4-Methoxyphenyl)ethenyl]-2-phenyl-1(2H)-phthalazinone). As a reaction SMILES: [CH3:1][O:2][C:3]1[CH:8]=[CH:7][C:6](/[CH:9]=[CH:10]/[C:11]2[CH:12]=[C:13]3[C:18](=[CH:19][CH:20]=2)[C:16](=[O:17])O[CH:14]3O)=[CH:5][CH:4]=1.[C:22]1([NH:28][NH2:29])[CH:27]=[CH:26][CH:25]=[CH:24][CH:23]=1>>[CH3:1][O:2][C:3]1[CH:4]=[CH:5][C:6](/[CH:9]=[CH:10]/[C:11]2[CH:12]=[C:13]3[C:18](=[CH:19][CH:20]=2)[C:16](=[O:17])[N:28]([C:22]2[CH:27]=[CH:26][CH:25]=[CH:24][CH:23]=2)[N:29]=[CH:14]3)=[CH:7][CH:8]=1. RXN SMILES: [CH2:13]([N:14]([CH:15]([CH3:16])[CH3:17])[CH:18]([CH3:19])[CH3:20])[CH3:21].[CH3:30][CH2:31][O:32][C:33](=[O:34])[CH3:35].[CH:3]1([N:7]2[CH2:8][CH2:9][NH:10][CH2:11][CH2:12]2)[CH2:4][CH2:5][CH2:6]1.[Cl:22][c:23]1[n:24][cH:25][n:26][c:27]([Cl:29])[cH:28]1.[ClH:1].[ClH:2].[OH2:36]>>[CH:3]1([N:7]2[CH2:8][CH2:9][N:10]([c:27]3[n:26][cH:25][n:24][c:23]([Cl:22])[cH:28]3)[CH2:11][CH2:12]2)[CH2:4][CH2:5][CH2:6]1. Product: Clc1cc(N2CCN(C3CCC3)CC2)ncn1. Reactants: CCN(C(C)C)C(C)C, CCOC(C)=O, C1CC(N2CCNCC2)C1, Clc1cc(Cl)ncn1, Cl, Cl, O. Starting materials: C(C)OC(CC(=O)Cl)=O (3-Chloro-3-oxo-propanoic acid ethyl ester), [NH4+].N#C[S-] (thiocyanic acid, ammonium salt), FC1=C(C=C(C=C1)N)C(F)(F)F (4-fluoro-3-(trifluoromethyl)benzenamine). The solvent is CC#N (CH3CN). Run at time 2 hour. Yields the product C(C)OC(CC(=O)NC(=S)NC1=CC(=C(C=C1)F)C(F)(F)F)=O (3-[[[[4-Fluoro-3-(trifluoromethyl)phenyl]amino]thioxomethyl]amino]-3-oxo-propanoic acid ethyl ester). As a reaction SMILES: [CH2:1]([O:3][C:4](=[O:9])[CH2:5][C:6](Cl)=[O:7])[CH3:2].[NH4+].[N:11]#[C:12][S-:13].[F:14][C:15]1[CH:20]=[CH:19][C:18]([NH2:21])=[CH:17][C:16]=1[C:22]([F:25])([F:24])[F:23]>CC#N>[CH2:1]([O:3][C:4](=[O:9])[CH2:5][C:6]([NH:11][C:12]([NH:21][C:18]1[CH:19]=[CH:20][C:15]([F:14])=[C:16]([C:22]([F:25])([F:23])[F:24])[CH:17]=1)=[S:13])=[O:7])[CH3:2] |f:1.2|. Procedure details: 3-Chloro-3-oxo-propanoic acid ethyl ester (5 g; 33.2 mmol) was slowly added to a stirred solution of thiocyanic acid, ammonium salt (1:1) (2.781 g; 36.5 mmol) in CH3CN (110 ml) at room temperature. After 2 hours, 4-fluoro-3-(trifluoromethyl)benzenamine (4.27 ml; 33.2 mmol) was added. The solvent was removed under reduced pressure. The resulting residue partitioned between H2O/DCM and the phases separated. The aqueous phase was extracted with DCM (×2) and the combined organic extracts were washed... The reactants are N(=C=O)CCSC (1-Isocyanato-2-methylsulfanyl-ethane), [N+](=[N-])=C1C(=NC=N1)C(=O)N (5-diazoimidazole-4-carboxamide). Reaction conditions: time 8 hour. Product: CSCCN1N=NC=2N(C1=O)C=NC2C(=O)N (3-(2-Methylsulfanyl-ethyl)-4-oxo-3,4-dihydro-imidazo[5,1-d][1,2,3,5]tetrazine-8-carboxylic acid amide). Reported procedure: 1-Isocyanato-2-methylsulfanyl-ethane (1.09 g, 9.31 mmol) was added drop wise to a suspension of 5-diazoimidazole-4-carboxamide (0.5 g, 3.65 mmol) in dry dimethylsulfoxide (5 mL) at room temperature under nitrogen. The resulting mixture was stirred at room temperature overnight. The reaction was quenched by the addition of ice and the solid product (brown) was removed by filtration, washed with Et2O, and purified using flash chromatography (SiO2) using MeCN:CH2Cl2 (0-100% MeCN) Yield: 52 mg, 26%.... Solvent: CS(=O)C (dimethylsulfoxide). Reaction SMILES: [N:1]([CH2:4][CH2:5][S:6][CH3:7])=[C:2]=[O:3].[N+:8](=[C:10]1[N:14]=[CH:13][N:12]=[C:11]1[C:15]([NH2:17])=[O:16])=[N-:9]>CS(C)=O>[CH3:7][S:6][CH2:5][CH2:4][N:1]1[C:2](=[O:3])[N:14]2[CH:13]=[N:12][C:11]([C:15]([NH2:17])=[O:16])=[C:10]2[N:8]=[N:9]1. RXN SMILES: [NH:1]1[C:5]2=[N:6][CH:7]=[CH:8][CH:9]=[C:4]2[C:3]([CH:10]=[C:11]2[O:15][C:14]([NH:16][C:17]3[CH:22]=[CH:21][CH:20]=[CH:19][C:18]=3[Cl:23])=[C:13]([C:24]([O:26][CH2:27][CH3:28])=[O:25])[C:12]2=[O:29])=[CH:2]1.C(O)C[OH:32]>CN(C)C(=O)C.[Zn]>[NH:1]1[C:5]2=[N:6][CH:7]=[CH:8][CH:9]=[C:4]2[C:3]([CH:10]=[C:11]2[O:15][C:14]([NH:16][C:17]3[CH:22]=[CH:21][CH:20]=[CH:19][C:18]=3[Cl:23])=[C:13]([C:24]([O:26][CH2:27][CH2:28][OH:32])=[O:25])[C:12]2=[O:29])=[CH:2]1. Reported procedure: A solution of the compound (0.10 g, 0.24 mmol) of Example 15, ethylene glycol (0.14 mL, 2.5 mmol) and zinc cluster catalyst (Zn4(OCOCF3)6O) (0.012 g, 0.012 mmol) in N,N-dimethylacetamide (2.0 mL) was stirred with the microwave synthesizer (Biotage Initiator™) at 130° C. for 1 h. Cooled to ambient temperature, the reaction mixture was purified by preparative HPLC to afford the titled compound as solid (0.030 g, y. 29%). Reagents/catalysts: [Zn] (zinc). The yield is 29.4%. Product: N1C=C(C=2C1=NC=CC2)C=C2C(C(=C(O2)NC2=C(C=CC=C2)Cl)C(=O)OCCO)=O (2-Hydroxyethyl 5-[(1H-pyrrolo[2,3-b]pyridin-3-yl)methylene]-2-[(2-chlorophenyl)amino]-4-oxo-4,5-dihydrofuran-3-carboxylate). The solvent is CN(C(C)=O)C (N,N-dimethylacetamide). Reactants: N1C=C(C=2C1=NC=CC2)C=C2C(C(=C(O2)NC2=C(C=CC=C2)Cl)C(=O)OCC)=O (Ethyl 5-[(1H-pyrrolo[2,3-b]pyridin-3-yl)methylene]-2-[(2-chlorophenyl)amino]-4-oxo-4,5-dihydrofuran-3-carboxylate), C(CO)O (ethylene glycol), Zn4(OCOCF3)6O.